Dataset: the Open Reaction Database (ORD), a public repository of structured organic reaction records. Task: describe an organic reaction: reactants, conditions, products, and yield Starting materials: N1=NC=C(C=C1)N (4-Pyridazinamine), C(CCl)Cl (EDC), C=1C=CC2=C(C1)N=NN2O (HOBT), C(C)N1CCOCC1 (N-ethylmorpholine), FC1=CC=C(C=C1)COC1=C(C(=O)O)C=C(C=C1)C=O (2-{[(4-fluorophenyl)methyl]oxy}-5-formylbenzoic acid). Run in CN(C=O)C (N,N-dimethylformamide). Reaction conditions: time 4 hour. Yields the product FC1=CC=C(C=C1)COC1=C(C(=O)NC2=CN=NC=C2)C=C(C=C1)C=O (2-{[(4-Fluorophenyl)methyl]oxy}-5-formyl-N-4-pyridazinylbenzamide). As a reaction SMILES: [N:1]1[CH:6]=[CH:5][C:4]([NH2:7])=[CH:3][N:2]=1.C(Cl)CCl.C1C=CC2N(O)N=NC=2C=1.C(N1CCOCC1)C.[F:30][C:31]1[CH:36]=[CH:35][C:34]([CH2:37][O:38][C:39]2[CH:47]=[CH:46][C:45]([CH:48]=[O:49])=[CH:44][C:40]=2[C:41](O)=[O:42])=[CH:33][CH:32]=1>CN(C)C=O>[F:30][C:31]1[CH:36]=[CH:35][C:34]([CH2:37][O:38][C:39]2[CH:47]=[CH:46][C:45]([CH:48]=[O:49])=[CH:44][C:40]=2[C:41]([NH:7][C:4]2[CH:5]=[CH:6][N:1]=[N:2][CH:3]=2)=[O:42])=[CH:33][CH:32]=1. Procedure details: 4-Pyridazinamine (0.52 g, 5.47 mmol), EDC (0.84 g, 4.38 mmol), HOBT (0.89 g, 5.83 mmol) and N-ethylmorpholine (0.92 ml, 7.29 mmol) were added to a solution of 2-{[(4-fluorophenyl)methyl]oxy}-5-formylbenzoic acid (may be prepared by Description 105; 1 g, 3.65 mmol) in N,N-dimethylformamide (25 ml), and the mixture was stirred at room temperature for 4 hrs. The N,N-dimethylformamide was evaporated under reduced pressure on a buchi. Saturated aqueous sodium hydrogen carbonate (50 ml) and ethyl acet...